Dataset: the Open Reaction Database (ORD), a public repository of structured organic reaction records. Task: describe an organic reaction: reactants, conditions, products, and yield Starting materials: Cl.FC=1C=C(CN2N=CC(=C2)C2=CN(C3=NC=C(C=C32)C3=CC=C(C=C3)C3CCNCC3)S(=O)(=O)C3=CC=C(C)C=C3)C=CC1 (3-(1-(3-fluorobenzyl)-1H-pyrazol-4-yl)-5-(4-(piperidin-4-yl)phenyl)-1-tosyl-1H-pyrrolo[2,3-b]pyridine hydrochloride), CN(CC(=O)N1CCN(CC1)C1=CC=C(C=C1)C=1C=C2C(=NC1)N(C=C2C=2C=NN(C2)CC2=CC(=CC=C2)F)S(=O)(=O)C2=CC=C(C)C=C2)C (2-(dimethylamino)-1-(4-(4-(3-(1-(3-fluorobenzyl)-1H-pyrazol-4-yl)-1-tosyl-1H-pyrrolo[2,3-b]pyridin-5-yl)phenyl) piperazin-1-yl)ethanone), [OH-].[Li+] (lithium hydroxide). Solvent: C1CCOC1.CO.O (THF methanol water). Product: CN(CC(=O)N1CCN(CC1)C1=CC=C(C=C1)C=1C=C2C(=NC1)NC=C2C=2C=NN(C2)CC2=CC(=CC=C2)F)C (2-(dimethylamino)-1-(4-(4-(3-(1-(3-fluorobenzyl)-1H-pyrazol-4-yl)-1H-pyrrolo[2,3-b]pyridin-5-yl)phenyl)piperazin-1-yl)ethanone). Yield: 97.0%. RXN SMILES: Cl.FC1C=C(C=CC=1)CN1C=C(C2C3C(=NC=C(C4C=CC(C5CCNCC5)=CC=4)C=3)N(S(C3C=CC(C)=CC=3)(=O)=O)C=2)C=N1.[CH3:46][N:47]([CH3:95])[CH2:48][C:49]([N:51]1[CH2:56][CH2:55][N:54]([C:57]2[CH:62]=[CH:61][C:60]([C:63]3[CH:64]=[C:65]4[C:71]([C:72]5[CH:73]=[N:74][N:75]([CH2:77][C:78]6[CH:83]=[CH:82][CH:81]=[C:80]([F:84])[CH:79]=6)[CH:76]=5)=[CH:70][N:69](S(C5C=CC(C)=CC=5)(=O)=O)[C:66]4=[N:67][CH:68]=3)=[CH:59][CH:58]=2)[CH2:53][CH2:52]1)=[O:50].[OH-].[Li+]>C1COCC1.CO.O>[CH3:46][N:47]([CH3:95])[CH2:48][C:49]([N:51]1[CH2:56][CH2:55][N:54]([C:57]2[CH:58]=[CH:59][C:60]([C:63]3[CH:64]=[C:65]4[C:71]([C:72]5[CH:73]=[N:74][N:75]([CH2:77][C:78]6[CH:83]=[CH:82][CH:81]=[C:80]([F:84])[CH:79]=6)[CH:76]=5)=[CH:70][NH:69][C:66]4=[N:67][CH:68]=3)=[CH:61][CH:62]=2)[CH2:53][CH2:52]1)=[O:50] |f:0.1,3.4,5.6.7|. Procedure details: Using similar reaction conditions as described in step-iii of example-1, 2-(dimethylamino)-1-(4-(4-(3-(1-(3-fluorobenzyl)-1H-pyrazol-4-yl)-1-tosyl-1H-pyrrolo[2,3-b]pyridin-5-yl)phenyl) piperazin-1-yl)ethanone (80 mg, 0.115 mmol) was hydrolyzed with lithium hydroxide (25 mg, 0.578 mmol) in THF/methanol/water (5/1/1 mL) to yield 60 mg (80.0% yield) of the titled compound. 1H NMR (CD3OD, 400 MHz): δ 8.826-8.822 (d, 1H), 8.605-8.601 (d, 1H), 8.32 (s, 1H), 8.00 (s, 1H), 7.86 (s, 1H), 7.70-7.68 (d, 2H... The reactants are FC(OC=1C=C(C=CC1)C(C)=O)(F)F (1-(3-Trifluoromethoxyphenyl)ethanone), [H-].[H-].[H-].[H-].[Li+].[Al+3] (LiAlH4). Reagents/catalysts: O (water). Solvent: C1CCOC1 (THF), C1CCOC1 (THF). The product is FC(OC=1C=C(C=CC1)C(C)O)(F)F (1-(3-Trifluoromethoxyphenyl)ethanol). As a reaction SMILES: [F:1][C:2]([F:14])([F:13])[O:3][C:4]1[CH:5]=[C:6]([C:10](=[O:12])[CH3:11])[CH:7]=[CH:8][CH:9]=1.[H-].[H-].[H-].[H-].[Li+].[Al+3]>C1COCC1.O>[F:1][C:2]([F:13])([F:14])[O:3][C:4]1[CH:5]=[C:6]([CH:10]([OH:12])[CH3:11])[CH:7]=[CH:8][CH:9]=1 |f:1.2.3.4.5.6|. Reported procedure: To a solution of 1-(3-Trifluoromethoxyphenyl)ethanone (1.00 g, 4.90 mmol) in THF (5 mL) at 0° C. was added 1M LiAlH4 in THF (5.9 mL, 5.9 mmol), and the solution was allowed to warm to rt. A few drops of water were added to quench. The mixture was concentrated in vacuo, transferred to a separatory funnel, and extracted using DCM and sat. aq. Rochelle salt. The organic layer was concentrated in vacuo to afford the title compound as a clear oil. Starting materials: CCc1nc2c(cnn2CC)c(NC2CCOCC2)c1CNC(=O)c1cccc(C(=O)OC)c1, C1CCOC1, CCOC(C)=O, Cl, [Li+], [OH-], O. Yields the product CCc1nc2c(cnn2CC)c(NC2CCOCC2)c1CNC(=O)c1cccc(C(=O)O)c1. Reaction SMILES: [CH2:1]([CH3:2])[n:3]1[n:4][cH:5][c:6]2[c:7]1[n:8][c:9]([CH2:33][CH3:34])[c:10]([CH2:19][NH:20][C:21](=[O:22])[c:23]1[cH:24][c:25]([C:26](=[O:27])[O:28][CH3:29])[cH:30][cH:31][cH:32]1)[c:11]2[NH:12][CH:13]1[CH2:14][CH2:15][O:16][CH2:17][CH2:18]1.[CH2:37]1[O:38][CH2:39][CH2:40][CH2:41]1.[CH3:43][CH2:44][O:45][C:46](=[O:47])[CH3:48].[ClH:42].[Li+:35].[OH-:36].[OH2:49]>>[CH2:1]([CH3:2])[n:3]1[n:4][cH:5][c:6]2[c:7]1[n:8][c:9]([CH2:33][CH3:34])[c:10]([CH2:19][NH:20][C:21](=[O:22])[c:23]1[cH:24][c:25]([C:26](=[O:27])[OH:28])[cH:30][cH:31][cH:32]1)[c:11]2[NH:12][CH:13]1[CH2:14][CH2:15][O:16][CH2:17][CH2:18]1. Starting materials: Cl (HCl), ON1C(=O)C2C3C=CC(C2C1=O)C3 (N-hydroxy-5-norbornene-2,3-dicarboximide), N1=CC=CC=C1 (pyridine), ClCCS(=O)(=O)Cl (2-chloroethanesulfonyl chloride). Run in C(Cl)Cl (CH2Cl2), C(C)(=O)OCC (ethyl acetate). Run at time 8 hour. Yields the product ClCCS(=O)(=O)ON1C(=O)C2C3C=CC(C2C1=O)C3 (N-(2-chloroethanesulfonyloxy)-5-norbornene-2,3-dicarboximide). Yield: 72.9%. As a reaction SMILES: [OH:1][N:2]1[C:11](=[O:12])[CH:10]2[CH:5]([CH:6]3[CH2:13][CH:9]2[CH:8]=[CH:7]3)[C:3]1=[O:4].N1C=CC=CC=1.[Cl:20][CH2:21][CH2:22][S:23](Cl)(=[O:25])=[O:24].Cl>C(Cl)Cl.C(OCC)(=O)C>[Cl:20][CH2:21][CH2:22][S:23]([O:1][N:2]1[C:11](=[O:12])[CH:10]2[CH:5]([CH:6]3[CH2:13][CH:9]2[CH:8]=[CH:7]3)[C:3]1=[O:4])(=[O:25])=[O:24]. Reported procedure: A solution of 12.5 g (70.0 mmol) of N-hydroxy-5-norbornene-2,3-dicarboximide and pyridine (6.2 ml, 77.0 mmol) in CH2Cl2 (105 ml) is treated dropwise with 2-chloroethanesulfonyl chloride (7.36 ml, 70.0 mmol) at 0° C., according to the procedure of W. C. Groutas, M. A. Stanga, J. C. Castrisos, E. J. Schatz, M. J. Brubaker J. Pharm. Sci. 1990, 79, 886-88. After stirring overnight at room temperature, the reaction mixture is diluted with ethyl acetate (280 ml) and then treated with 5% aqueous HCl (1... Reactants: C(CCC)[Li] (n-butyllithium), solution, CN1CCCN(C1=O)C (N,N′-dimethylpropyleneurea), C(C)(C)NC(C)C (diisopropylamine), C(CC)(=O)OCC (ethyl propionate). Solvent: CCCCCC (hexane), C1CCOC1 (THF). Reaction conditions: temperature 0 celsius, time 1 hour. Product: C(C)N(CC)C(C#N)C(CC)=O (2-(N,N-diethylamino)-3-oxopentanenitrile). Reaction SMILES: [CH:1]([NH:4][CH:5]([CH3:7])C)([CH3:3])C.C([Li])C[CH2:10][CH3:11].C[N:14]1C(=O)N(C)CCC1.[C:22]([O:26]CC)(=O)[CH2:23][CH3:24]>C1COCC1.CCCCCC>[CH2:10]([N:4]([CH:1]([C:22](=[O:26])[CH2:23][CH3:24])[C:3]#[N:14])[CH2:5][CH3:7])[CH3:11]. Reported procedure: Part A. A solution of diisopropylamine (10.0 mL, 76.3 mmol) in THF (60 mL) was cooled to −78° C., and treated with n-butyllithium (50.0 mL of a 1.6 M solution in hexane). The solution was warmed briefly to 0° C., and then recooled to −78° C. To this was added first, N,N′-dimethylpropyleneurea as cosolvent (15 mL), then, diethylaminoacetontrile (10.0 mL, 74.1 mmol), and the solution was allowed to stir for 1 hour. Then, ethyl propionate (10.0 mL, 87.2 mmol) was added by syringe, and the resulting... Starting materials: CCCC(CCC#N)C(O[SiH](C)C)C(C)(C)C, CC(C)C[Al+]CC(C)C, CO, Cc1ccccc1, Cl, [H-]. Product: CCCC(CCC=O)C(O[SiH](C)C)C(C)(C)C. RXN SMILES: [C:1]([CH3:2])([CH3:3])([CH3:4])[CH:5]([CH:6]([CH2:7][CH2:8][C:9]#[N:10])[CH2:11][CH2:12][CH3:13])[O:14][SiH:15]([CH3:16])[CH3:17].[CH2:19]([Al+:20][CH2:21][CH:22]([CH3:23])[CH3:24])[CH:25]([CH3:26])[CH3:27].[CH3:28][OH:29].[CH3:31][c:32]1[cH:33][cH:34][cH:35][cH:36][cH:37]1.[ClH:30].[H-:18]>>[C:1]([CH3:2])([CH3:3])([CH3:4])[CH:5]([CH:6]([CH2:7][CH2:8][CH:9]=[O:29])[CH2:11][CH2:12][CH3:13])[O:14][SiH:15]([CH3:16])[CH3:17]. Reactants: ON1C(C=2C(C1=O)=CC=CC2)=O (N-hydroxyphthalimide), C1(CCCCC1)C1(COO)CC=CC=C1 (1-cyclohexylbenzyl hydroperoxide), C1(CCCCC1)C1=CC=CC=C1 (cyclohexylbenzene). Conditions: time 8 hour. The product is [O-]O.C1(CCCCC1)C1=CC=CC=C1 (1-cyclohexylbenzene hydroperoxide), C1(CCCCC1)C1=CC=CC=C1 (cyclohexylbenzene). Reaction SMILES: ON1C(=O)C2=CC=CC=C2C1=O.[CH:13]1([C:19]2([CH:27]=[CH:26][CH:25]=[CH:24][CH2:23]2)C[O:21][OH:22])[CH2:18][CH2:17][CH2:16][CH2:15][CH2:14]1.[CH:28]1([C:34]2[CH:39]=[CH:38][CH:37]=[CH:36][CH:35]=2)[CH2:33][CH2:32][CH2:31][CH2:30][CH2:29]1>>[O-:21][OH:22].[CH:19]1([C:13]2[CH:14]=[CH:15][CH:16]=[CH:17][CH:18]=2)[CH2:23][CH2:24][CH2:25][CH2:26][CH2:27]1.[CH:34]1([C:28]2[CH:29]=[CH:30][CH:31]=[CH:32][CH:33]=2)[CH2:35][CH2:36][CH2:37][CH2:38][CH2:39]1 |f:3.4|. Reported procedure: 0.3 mmol of N-hydroxyphthalimide and 0.6 mmol of 1-cyclohexylbenzyl hydroperoxide are added at a temperature of 110° C. to 30 mmol of cyclohexylbenzene in a round-bottomed flask having an attached reflux condenser. The reaction mixture is stirred for 8 hours at said temperature under an oxygen atmosphere of 1 bar. 1-cyclohexylbenzene hydroperoxide is obtained at a selectivity of 96.2% at a cyclohexylbenzene conversion rate of 28.6%. The reactants are COCC1(C(=O)O)CCN(CC(=O)N2CCN(c3ccc(-c4ncccn4)cc3)CC2)C1, CCN=C=NCCCN(C)C, Cl, Nc1ccc2[nH]nc(-c3ccc(F)cc3)c2c1, CN(C)C=O, On1nnc2ccccc21. Yields the product COCC1(C(=O)Nc2ccc3[nH]nc(-c4ccc(F)cc4)c3c2)CCN(CC(=O)N2CCN(c3ccc(-c4ncccn4)cc3)CC2)C1. Reaction SMILES: [CH3:1][O:2][CH2:3][C:4]1([C:30](=[O:31])[OH:32])[CH2:5][N:6]([CH2:9][C:10]([N:11]2[CH2:12][CH2:13][N:14]([c:17]3[cH:18][cH:19][c:20](-[c:23]4[n:24][cH:25][cH:26][cH:27][n:28]4)[cH:21][cH:22]3)[CH2:15][CH2:16]2)=[O:29])[CH2:7][CH2:8]1.[CH3:44][N:45]([CH3:46])[CH2:47][CH2:48][CH2:49][N:50]=[C:51]=[N:52][CH2:53][CH3:54].[ClH:43].[F:55][c:56]1[cH:57][cH:58][c:59](-[c:62]2[n:63][nH:64][c:65]3[cH:66][cH:67][c:68]([NH2:71])[cH:69][c:70]23)[cH:60][cH:61]1.[O:72]=[CH:73][N:74]([CH3:75])[CH3:76].[OH:33][n:34]1[c:35]2[cH:36][cH:37][cH:38][cH:39][c:40]2[n:41][n:42]1>>[CH3:1][O:2][CH2:3][C:4]1([C:30](=[O:31])[NH:71][c:68]2[cH:67][cH:66][c:65]3[nH:64][n:63][c:62](-[c:59]4[cH:58][cH:57][c:56]([F:55])[cH:61][cH:60]4)[c:70]3[cH:69]2)[CH2:5][N:6]([CH2:9][C:10]([N:11]2[CH2:12][CH2:13][N:14]([c:17]3[cH:18][cH:19][c:20](-[c:23]4[n:24][cH:25][cH:26][cH:27][n:28]4)[cH:21][cH:22]3)[CH2:15][CH2:16]2)=[O:29])[CH2:7][CH2:8]1. Starting materials: Clc1ccc2c(Cl)ccnc2c1, Cl, Nc1ccc(I)cc1C(=O)O. Product: O=C(O)c1cc(I)ccc1Nc1ccnc2cc(Cl)ccc12. As a reaction SMILES: [Cl:1][c:2]1[cH:3][cH:4][n:5][c:6]2[cH:7][c:8]([Cl:12])[cH:9][cH:10][c:11]12.[ClH:24].[NH2:13][c:14]1[c:15]([C:16](=[O:17])[OH:18])[cH:19][c:20]([I:23])[cH:21][cH:22]1>>[c:2]1([NH:13][c:14]2[c:15]([C:16](=[O:17])[OH:18])[cH:19][c:20]([I:23])[cH:21][cH:22]2)[cH:3][cH:4][n:5][c:6]2[cH:7][c:8]([Cl:12])[cH:9][cH:10][c:11]12.